Dataset: the Open Reaction Database (ORD), a public repository of structured organic reaction records. Task: describe an organic reaction: reactants, conditions, products, and yield The reactants are ClC1=NC=C(C(=N1)N1CCN(CC1)C)CC1=CC=C(C=C1)C (2-chloro-5-(4-methylbenzyl)-4-(4-methylpiperazino)pyrimidine), NCCOCCO (2-(2-aminoethoxy)ethanol), stainless steel. Reagents/catalysts: Cl (hydrochloric acid). Run in CC(C)O (2-propanol), CC(C)O (2-propanol). The product is CC1=CC=C(CC=2C(=NC=NC2)N2CCN(CC2)C)C=C1 (5-(4-methylbenzyl)-4-(4-methylpiperazino)pyrimidine). RXN SMILES: Cl[C:2]1[N:7]=[C:6]([N:8]2[CH2:13][CH2:12][N:11]([CH3:14])[CH2:10][CH2:9]2)[C:5]([CH2:15][C:16]2[CH:21]=[CH:20][C:19]([CH3:22])=[CH:18][CH:17]=2)=[CH:4][N:3]=1.NCCOCCO>CC(O)C.Cl>[CH3:22][C:19]1[CH:18]=[CH:17][C:16]([CH2:15][C:5]2[C:6]([N:8]3[CH2:13][CH2:12][N:11]([CH3:14])[CH2:10][CH2:9]3)=[N:7][CH:2]=[N:3][CH:4]=2)=[CH:21][CH:20]=1. Procedure: A solution of 2-chloro-5-(4-methylbenzyl)-4-(4-methylpiperazino)pyrimidine (1.46 g, cc mmoles), 2-propanol (25 mL) and 2-(2-aminoethoxy)ethanol (4.79 g, 46 mmoles) was heated in a stainless steel reaction vessel at 155° C. for 16 hours. The vessel contents were spin evaporated in vacuo at 60° C. to give a residue that was partitioned between dichloromethane (35 mL) and water (150 mL). The dichloromethane phase was separated and washed with water (150 mL), and finally with brine (100 mL). The sol... Starting materials: c1(ccccc1)CN, C1([C@H]2[C@@H]([C@H](C[C@@H]1C2)B([C@@H]1[C@H]([C@@H]2C([C@H](C1)C2)(C)C)C)OC)C)(C)C, C1CN(C[C@@H](C1=O)O)S(=O)(=O)C. The reagents and catalysts are c1ccc(cc1)-c2c3ccccc3cc4ccccc24 (9-Phenylanthracene). Conditions: temperature 25 celsius, time 18 hour. Product: CS(=O)(=O)N1CC[C@@H](N)[C@@H](O)C1. As a reaction SMILES: [CH3:1][S:2]([N:5]1[CH2:11][C@H:9]([OH:10])[C:8](=O)[CH2:7][CH2:6]1)(=[O:4])=[O:3].[NH2:12]Cc1ccccc1.COB([C@@H]1[C@@H](C)[C@H](C(C)(C)[C@@H]2C1)C2)[C@@H]3[C@@H](C)[C@H](C(C)(C)[C@@H]4C3)C4>>[CH3:1][S:2]([N:5]1[CH2:11][C@H:9]([OH:10])[C@H:8]([NH2:12])[CH2:7][CH2:6]1)(=[O:4])=[O:3]. The reactants are COC(=O)c1ccc(C2Sc3ccccc3N(CCN(C)C)C(=O)C2O)cc1, CC(=O)Cl, Cc1ccccc1, ClCCl, c1ccncc1. The product is COC(=O)c1ccc(C2Sc3ccccc3N(CCN(C)C)C(=O)C2OC(C)=O)cc1. RXN SMILES: [CH3:1][N:2]([CH2:3][CH2:4][N:5]1[c:6]2[c:7]([cH:24][cH:25][cH:26][cH:27]2)[S:8][CH:9]([c:14]2[cH:15][cH:16][c:17]([C:18](=[O:19])[O:20][CH3:21])[cH:22][cH:23]2)[CH:10]([OH:13])[C:11]1=[O:12])[CH3:28].[CH3:29][C:30]([Cl:31])=[O:32].[CH3:33][c:34]1[cH:35][cH:36][cH:37][cH:38][cH:39]1.[Cl:46][CH2:47][Cl:48].[cH:40]1[cH:41][cH:42][n:43][cH:44][cH:45]1>>[CH3:1][N:2]([CH2:3][CH2:4][N:5]1[c:6]2[c:7]([cH:24][cH:25][cH:26][cH:27]2)[S:8][CH:9]([c:14]2[cH:15][cH:16][c:17]([C:18](=[O:19])[O:20][CH3:21])[cH:22][cH:23]2)[CH:10]([O:13][C:30]([CH3:29])=[O:32])[C:11]1=[O:12])[CH3:28]. Reactants: Cl.C(C)(C)(C)NN (t-butyl hydrazine hydrochloride), C1(=CC=CC=C1)C (toluene), C1(C(C=C2C=CC3=CC=CC4=CC=C1C2=C34)C(=O)Cl)=O (pyrenonecarbonyl chloride), CCOCC (ether), CCCCCC (hexane). Run in [OH-] (hydroxide). Run at time 20 minute. Product: C(C)(C)(C)N(NC(=O)C1C(C2=CC=C3C=CC=C4C=CC(=C1)C2=C43)=O)C(=O)C=4C=C(C=CC4)C (N'-t-butyl-N-pyrenonecarbonyl-N'-(3-toluoyl)hydrazine). Reaction SMILES: Cl.[C:2]([NH:6][NH2:7])([CH3:5])([CH3:4])[CH3:3].[C:8]1(=[O:27])[C:21]2[C:22]3=[C:23]4[C:18](=[CH:19][CH:20]=2)[CH:17]=[CH:16][CH:15]=[C:14]4[CH:13]=[CH:12][C:11]3=[CH:10][CH:9]1[C:24](Cl)=[O:25].CC[O:30][CH2:31][CH3:32].CCCCCC.[C:39]1([CH3:45])[CH:44]=C[CH:42]=[CH:41][CH:40]=1>[OH-]>[C:2]([N:6]([C:31]([C:32]1[CH:44]=[C:39]([CH3:45])[CH:40]=[CH:41][CH:42]=1)=[O:30])[NH:7][C:24]([CH:9]1[CH:10]=[C:11]2[C:22]3=[C:23]4[C:18]([CH:17]=[CH:16][CH:15]=[C:14]4[CH:13]=[CH:12]2)=[CH:19][CH:20]=[C:21]3[C:8]1=[O:27])=[O:25])([CH3:5])([CH3:4])[CH3:3] |f:0.1|. Procedure: To a stirred suspension of t-butyl hydrazine hydrochloride (0.02 mol) in toluene (20 ml) and aqueous hydroxide (5 ml of 50% solution) at room temperature was added pyrenonecarbonyl chloride (0.01 mol). After stirring the reaction mixture for 20 minutes, ether and hexane were added and the solid product was filtered and washed with water. The solid product (0.5 g) was stirred in toluene (10 ml) and aqueous sodium hydroxide and m-toluoyl chloride (0.8 g) was added dropwise. After stirring for 5 ho... Reactants: C=1C=C2C=CC=C3C2=C(C1)C(=O)OC3=O (1,8-naphthalic anhydride), NC1CN2CCC1CC2 ((RS)-3-amino-1-azabicyclo[2.2.2]octane). Solvent: C(CCC)O (n-butanol). Yields the product N12CC(C(CC1)CC2)N2C(C1=CC=CC=3C1=C(C2=O)C=CC3)=O ((RS)-2-(1-azabicyclo[2.2.2]oct-3-yl)-2,3-dihydro-1H-benz[de]isoquinoline-1,3-dione). Isolated yield 83.7%. Reaction SMILES: [CH:1]1[CH:2]=[C:3]2[C:8]3=[C:9]([C:11]([O:13][C:14](=[O:15])[C:7]3=[CH:6][CH:5]=[CH:4]2)=O)[CH:10]=1.[NH2:16][CH:17]1[CH:22]2[CH2:23][CH2:24][N:19]([CH2:20][CH2:21]2)[CH2:18]1>C(O)CCC>[N:19]12[CH2:24][CH2:23][CH:22]([CH2:21][CH2:20]1)[CH:17]([N:16]1[C:11](=[O:13])[C:9]3[CH:10]=[CH:1][CH:2]=[C:3]4[C:8]=3[C:7](=[CH:6][CH:5]=[CH:4]4)[C:14]1=[O:15])[CH2:18]2. Reported procedure: A solution of 1,8-naphthalic anhydride (1.9 g, 9.6 mmol) and (RS)-3-amino-1-azabicyclo[2.2.2]octane (1.2 g, 9.5 mmol) in n-butanol (100 mL) was stirred for 3 hours at reflux temperature and the solution concentrated to dryness. Purification of the remaining solid by column chromatography (silica-gel; 5-10% gradient methanol in CH2Cl2 and approximately 1% aqueous NH4OH) gave (RS)-2-(1-azabicyclo[2.2.2]oct-3-yl)-2,3-dihydro-1H-benz[de]isoquinoline-1,3-dione (2.45 g, 7.95 mmol), m.p. 206°-207° C.